Dataset: the Open Reaction Database (ORD), a public repository of structured organic reaction records. Task: describe an organic reaction: reactants, conditions, products, and yield The reactants are CS(C)=O, O=Cc1ccc(F)cc1, [Na+], O=S([O-])c1ccccc1. The product is O=Cc1ccc(S(=O)(=O)c2ccccc2)cc1. Reaction SMILES: [CH3:20][S:21]([CH3:22])=[O:23].[F:1][c:2]1[cH:3][cH:4][c:5]([CH:6]=[O:7])[cH:8][cH:9]1.[Na+:19].[c:10]1([S:16](=[O:17])[O-:18])[cH:11][cH:12][cH:13][cH:14][cH:15]1>>[c:2]1([S:16]([c:10]2[cH:11][cH:12][cH:13][cH:14][cH:15]2)(=[O:17])=[O:18])[cH:3][cH:4][c:5]([CH:6]=[O:7])[cH:8][cH:9]1.